From a dataset of the Open Reaction Database (ORD), a public repository of structured organic reaction records. describe an organic reaction: reactants, conditions, products, and yield Starting materials: Cl, N#Cc1ccc(-c2ncccc2C(F)(F)F)cc1[N+](=O)[O-], [Na+], [OH-], Cl[Sn]Cl. Product: N#Cc1ccc(-c2ncccc2C(F)(F)F)cc1N. Reaction SMILES: [ClH:27].[N+:1]([O-:2])(=[O:3])[c:4]1[c:5]([C:6]#[N:7])[cH:8][cH:9][c:10](-[c:12]2[n:13][cH:14][cH:15][cH:16][c:17]2[C:18]([F:19])([F:20])[F:21])[cH:11]1.[Na+:26].[OH-:25].[Sn:22]([Cl:23])[Cl:24]>>[NH2:1][c:4]1[c:5]([C:6]#[N:7])[cH:8][cH:9][c:10](-[c:12]2[n:13][cH:14][cH:15][cH:16][c:17]2[C:18]([F:19])([F:20])[F:21])[cH:11]1.